Dataset: the Open Reaction Database (ORD), a public repository of structured organic reaction records. Task: describe an organic reaction: reactants, conditions, products, and yield Starting materials: Cl.N1=CC(=CC=C1)CC(=O)O (2-(pyridin-3-yl)acetic acid hydrochloride), N[C@H](C(=O)NC1=CC=C(C=C1)OC1=CC=C(C=C1)F)COCC1=CC=CC=C1 ((S)-2-amino-3-(benzyloxy)-N-(4-(4-fluorophenoxy)phenyl)propanamide). Yields the product Compound 247, C(C1=CC=CC=C1)OC[C@@H](C(=O)NC1=CC=C(C=C1)OC1=CC=C(C=C1)F)NC(CC=1C=NC=CC1)=O ((S)-3-(benzyloxy)-N-(4-(4-fluorophenoxy)phenyl)-2-(2-(pyridin-3-yl)acetamido)propanamide). Isolated yield 50.0%. RXN SMILES: Cl.[N:2]1[CH:7]=[CH:6][CH:5]=[C:4]([CH2:8][C:9]([OH:11])=O)[CH:3]=1.[NH2:12][C@@H:13]([CH2:31][O:32][CH2:33][C:34]1[CH:39]=[CH:38][CH:37]=[CH:36][CH:35]=1)[C:14]([NH:16][C:17]1[CH:22]=[CH:21][C:20]([O:23][C:24]2[CH:29]=[CH:28][C:27]([F:30])=[CH:26][CH:25]=2)=[CH:19][CH:18]=1)=[O:15]>>[CH2:33]([O:32][CH2:31][C@H:13]([NH:12][C:9](=[O:11])[CH2:8][C:4]1[CH:3]=[N:2][CH:7]=[CH:6][CH:5]=1)[C:14]([NH:16][C:17]1[CH:22]=[CH:21][C:20]([O:23][C:24]2[CH:29]=[CH:28][C:27]([F:30])=[CH:26][CH:25]=2)=[CH:19][CH:18]=1)=[O:15])[C:34]1[CH:39]=[CH:38][CH:37]=[CH:36][CH:35]=1 |f:0.1|. Procedure: Proceeding as in Example 1, but substituting 2-(pyridin-3-yl)acetic acid hydrochloride and (S)-2-amino-3-(benzyloxy)-N-(4-(4-fluorophenoxy)phenyl)propanamide, gave Compound 247, (S)-3-(benzyloxy)-N-(4-(4-fluorophenoxy)phenyl)-2-(2-(pyridin-3-yl)acetamido)propanamide (3 mg, 50%). MS (EI) for C29H26FN3O4. found 500.5 (MH+).